Task: describe an organic reaction: reactants, conditions, products, and yield. Dataset: the Open Reaction Database (ORD), a public repository of structured organic reaction records The reactants are O1C=C(C=C1)CN1C=C(C=2C1=NC=CC2)C2CCNCC2 (1-furan-3-ylmethyl-3-piperidin-4-yl-1H-pyrrolo[2,3-b]pyridine), COC(C1=C(C=C(C=C1)Cl)OCCCl)=O (2-(2-chloroethoxy)-4-chlorobenzoic acid methyl ester). Yields the product ClC1=CC(=C(C(=O)O)C=C1)OCCN1CCC(CC1)C1=CN(C2=NC=CC=C21)CC2=COC=C2 (4-chloro-2-{2-[4-(1-furan-3-ylmethyl-1H-pyrrolo[2,3-b]pyridin-3-yl)-piperidin-1-yl]-ethoxy}-benzoic acid). Isolated yield 11.8%. As a reaction SMILES: [O:1]1[CH:5]=[CH:4][C:3]([CH2:6][N:7]2[C:11]3=[N:12][CH:13]=[CH:14][CH:15]=[C:10]3[C:9]([CH:16]3[CH2:21][CH2:20][NH:19][CH2:18][CH2:17]3)=[CH:8]2)=[CH:2]1.C[O:23][C:24](=[O:36])[C:25]1[CH:30]=[CH:29][C:28]([Cl:31])=[CH:27][C:26]=1[O:32][CH2:33][CH2:34]Cl>>[Cl:31][C:28]1[CH:29]=[CH:30][C:25]([C:24]([OH:36])=[O:23])=[C:26]([O:32][CH2:33][CH2:34][N:19]2[CH2:18][CH2:17][CH:16]([C:9]3[C:10]4[C:11](=[N:12][CH:13]=[CH:14][CH:15]=4)[N:7]([CH2:6][C:3]4[CH:4]=[CH:5][O:1][CH:2]=4)[CH:8]=3)[CH2:21][CH2:20]2)[CH:27]=1. Reported procedure: This compound was prepared following the procedure described in example 4, parts E and F, starting with 1.5 g (5.3 mmol) of 1-furan-3-ylmethyl-3-piperidin-4-yl-1H-pyrrolo[2,3-b]pyridine and 1.7 g (6.9 mmol) of 2-(2-chloroethoxy)-4-chlorobenzoic acid methyl ester. After standard work-up and purification, 0.3 g (10% yield) of 4-chloro-2-{2-[4-(1-furan-3-ylmethyl-1H-pyrrolo[2,3-b]pyridin-3-yl)-piperidin-1-yl]-ethoxy}-benzoic acid were obtained. Reactants: teflon, FC=1C=CC(=C(C(=O)O)C1)[N+](=O)[O-] (5-fluoro-2-nitrobenzoic acid), C(C)(C)(C)O (t-butyl alcohol), C1(=CC=CC=C1)P(=O)(C1=CC=CC=C1)N=[N+]=[N-] (diphenylphosphorylazide), C(C)(C)N(CC)C(C)C (N,N-di-isopropyl-N-ethylamine). Reaction conditions: temperature 90 celsius. Yields the product FC=1C=CC(=C(C1)NC(OC(C)(C)C)=O)[N+](=O)[O-] (tert-Butyl 5-fluoro-2-nitrophenylcarbamate). The yield is 87.0%. As a reaction SMILES: [F:1][C:2]1[CH:3]=[CH:4][C:5]([N+:11]([O-:13])=[O:12])=[C:6]([CH:10]=1)C(O)=O.C([N:17]([CH:20](C)C)CC)(C)C.C1(P(N=[N+]=[N-])(C2C=CC=CC=2)=[O:30])C=CC=CC=1.[C:40]([OH:44])([CH3:43])([CH3:42])[CH3:41]>>[F:1][C:2]1[CH:3]=[CH:4][C:5]([N+:11]([O-:13])=[O:12])=[C:6]([NH:17][C:20](=[O:30])[O:44][C:40]([CH3:43])([CH3:42])[CH3:41])[CH:10]=1. Procedure: A flame-dried pressure vessel was charged with 5-fluoro-2-nitrobenzoic acid 118 (5.00 g, 27.0 mmol) and dry t-butyl alcohol (50 mL). To this solution were successively added N,N-di-isopropyl-N-ethylamine (5 mL) and diphenylphosphorylazide (6.42 mL, 29.7 mmol). The vessel was closed with teflon cap and the mixture was heated at 90° C. for 2 h. It was then allowed to cool to r.t. over 16 h. The solvent was removed in vacuo and the residue was partitioned between EtOAc and H2O. The aqueous layer wa... Reactants: C[O-].[Na+] (Sodium methoxide), NC=1NC(C2=C(N1)N(C(S2)=O)[C@H]2C[C@H](OC(=O)C1=CC=C(C=C1)C)[C@H](O2)COC(=O)C2=CC=C(C=C2)C)=O (5-Amino-3-(2-deoxy-3,5-di-O-(p-toluoyl)-β-D-erythropentofuranosyl)thiazolo[4,5-d]pyrimidin-2,7-dione). Run in CO (methanol). Reaction conditions: time 8 hour. The product is NC=1NC(C2=C(N1)N(C(S2)=O)[C@H]2C[C@H](O)[C@H](O2)CO)=O (5-Amino-3-(2-deoxy-β-D-erythropentofuranosyl)thiazolo[4,5-d]pyrimidine-2,7(3H,6H)-dione). As a reaction SMILES: C[O-].[Na+].[NH2:4][C:5]1[NH:6][C:7](=[O:41])[C:8]2[S:13][C:12](=[O:14])[N:11]([C@@H:15]3[O:29][C@H:28]([CH2:30][O:31]C(C4C=CC(C)=CC=4)=O)[C@@H:17]([O:18]C(C4C=CC(C)=CC=4)=O)[CH2:16]3)[C:9]=2[N:10]=1>CO>[NH2:4][C:5]1[NH:6][C:7](=[O:41])[C:8]2[S:13][C:12](=[O:14])[N:11]([C@@H:15]3[O:29][C@H:28]([CH2:30][OH:31])[C@@H:17]([OH:18])[CH2:16]3)[C:9]=2[N:10]=1 |f:0.1|. Procedure details: Sodium methoxide (120 mg, 2.2 mmol) was added to a solution of 5-Amino-3-(2-deoxy-3,5-di-O-(p-toluoyl)-β-D-erythropentofuranosyl)thiazolo[4,5-d]pyrimidin-2,7-dione (35; 0.465g, 0.87 mmol) in anhydrous methanol (100 mL) and the resulting solution stirred at room temperature for 8 hours. The solution was neutralized with Dowex 50W-X8 (H+ form) resin, filtered, and evaporated to dryness and the residue treated with anhydrous ether (35 mL). After trituration, the suspension was decanted to give a dr... Reactants: C1(=CC=CC=C1)CC(C(=O)OC(C)(C)C)N1C(C(CC(CC1)C1=CC=CC=C1)NC(C(CCCCN1C(C2=CC=CC=C2C1=O)=O)SCC1=CC=C(C=C1)OC)=O)=O (N-[hexahydro-1-[1-(phenylmethyl)-1-t-butoxycarbonylmethyl]-2-oxo-5-phenyl-1H-azepin-3-yl]-1,3-dihydro-a-(p-methoxybenzylthio)-1,3-dioxo-2H-isoindole-2-hexanamide), C1(=CC=CC=C1)OC (anisole), C(Cl)(Cl)(Cl)Cl (carbon tetrachloride). The reagents and catalysts are C(C)(=O)[O-].[Hg+2].C(C)(=O)[O-] (mercury (II) acetate). Run in ClCCl (dichloromethane). Reaction conditions: time 1 hour. Yields the product C1(=CC=CC=C1)CC(C(=O)O)N1C(C(CC(CC1)C1=CC=CC=C1)NC(C(CCCCN1C(C2=CC=CC=C2C1=O)=O)S)=O)=O (N-[Hexahydro-1-[1-(phenylmethyl)-1-carboxymethyl]-2-oxo-5-phenyl-1H-azepin-3-yl]-1,3-dihydro-α-mercapto-1,3-dioxo-2H-isoindole-2-hexanamide). As a reaction SMILES: [C:1]1([CH2:7][CH:8]([N:16]2[CH2:22][CH2:21][CH:20]([C:23]3[CH:28]=[CH:27][CH:26]=[CH:25][CH:24]=3)[CH2:19][CH:18]([NH:29][C:30](=[O:57])[CH:31]([S:47]CC3C=CC(OC)=CC=3)[CH2:32][CH2:33][CH2:34][CH2:35][N:36]3[C:44](=[O:45])[C:43]4[C:38](=[CH:39][CH:40]=[CH:41][CH:42]=4)[C:37]3=[O:46])[C:17]2=[O:58])[C:9]([O:11]C(C)(C)C)=[O:10])[CH:6]=[CH:5][CH:4]=[CH:3][CH:2]=1.C1(OC)C=CC=CC=1.C(Cl)(Cl)(Cl)Cl>ClCCl.C([O-])(=O)C.[Hg+2].C([O-])(=O)C>[C:1]1([CH2:7][CH:8]([N:16]2[CH2:22][CH2:21][CH:20]([C:23]3[CH:28]=[CH:27][CH:26]=[CH:25][CH:24]=3)[CH2:19][CH:18]([NH:29][C:30](=[O:57])[CH:31]([SH:47])[CH2:32][CH2:33][CH2:34][CH2:35][N:36]3[C:37](=[O:46])[C:38]4[C:43](=[CH:42][CH:41]=[CH:40][CH:39]=4)[C:44]3=[O:45])[C:17]2=[O:58])[C:9]([OH:11])=[O:10])[CH:2]=[CH:3][CH:4]=[CH:5][CH:6]=1 |f:4.5.6|. Procedure details: Combine N-[hexahydro-1-[1-(phenylmethyl)-1-t-butoxycarbonylmethyl]-2-oxo-5-phenyl-1H-azepin-3-yl]-1,3-dihydro-a-(p-methoxybenzylthio)-1,3-dioxo-2H-isoindole-2-hexanamide (0.16 g, 0.20 mmol), mercury (II) acetate (0.084 g, 0.26 mmol), and anisole (0.23 mL, 2.1 mmol) in dichloromethane (6.6 mL). Cool in an ice bath and degas by repeatedly cycles of vacuum and filling the vessel with nitrogen gas. Add trifluoroacetic acid (2.5 mL). After 1 hour, warm to ambient temperature. After 3 hours, purge wit... Product: [Br-].OC(C12CC[N+](CC1)(C2)CCC2=CC=CC=C2)(C2=CC=CC=C2)C2=CC=CC=C2 (4-[hydroxy(diphenyl)methyl]-1-(2-phenylethyl)-1-azoniabicyclo[2.2.1]heptane bromide). Reaction SMILES: [N:1]12[CH2:7][C:4]([C:8]([C:16]3[CH:21]=[CH:20][CH:19]=[CH:18][CH:17]=3)([C:10]3[CH:15]=[CH:14][CH:13]=[CH:12][CH:11]=3)[OH:9])([CH2:5][CH2:6]1)[CH2:3][CH2:2]2.CC#N.[Br:25][CH2:26][CH2:27][C:28]1[CH:33]=[CH:32][CH:31]=[CH:30][CH:29]=1>C(OCC)(=O)C>[Br-:25].[OH:9][C:8]([C:16]1[CH:21]=[CH:20][CH:19]=[CH:18][CH:17]=1)([C:10]1[CH:15]=[CH:14][CH:13]=[CH:12][CH:11]=1)[C:4]12[CH2:7][N+:1]([CH2:26][CH2:27][C:28]3[CH:33]=[CH:32][CH:31]=[CH:30][CH:29]=3)([CH2:6][CH2:5]1)[CH2:2][CH2:3]2 |f:4.5|. Starting materials: N12CCC(CC1)(C2)C(O)(C2=CC=CC=C2)C2=CC=CC=C2 (1-azabicyclo[2.2.1]hept-4-yl(diphenyl)methanol), CC#N (CH3CN), BrCCC1=CC=CC=C1 ((2-bromoethyl)benzene). Solvent: C(C)(=O)OCC (ethyl acetate). Isolated yield 71.9%. Procedure details: To a solution of 1-azabicyclo[2.2.1]hept-4-yl(diphenyl)methanol (30.5 mg, 0.109 mmol) in 2 CH3CN/3 CHCl3 (2.5 mL) was added (2-bromoethyl)benzene (0.03 mL, 0.22 mmol). The solution was stirred at 60° C. for 16 h. The reaction was cooled down to room temperature. Trituration with ethyl acetate caused a solid to crash out of solution. This solid was filtered off, and washed with ethyl acetate to give the title compound (36.4 mg, 72%). EI-MS m/z 384 (M+) Rt (1.87 min). Run at temperature 60 celsius, time 16 hour. Starting materials: BrC1=C(C=CC=C1)[N+](=O)[O-] (2-bromonitrobenzene), CC1=CC=C(C=C1)B(O)O (4-methylphenylboronic acid), P(=O)([O-])([O-])[O-].[K+].[K+].[K+] (tripotassium phosphate), CN(C=O)C (dimethylformamide). Reagents/catalysts: [Br-].C(CCC)[N+](CCCC)(CCCC)CCCC (tetrabutylammonium bromide), C(C)(=O)[O-].[Pd+2].C(C)(=O)[O-] (palladium acetate). Solvent: O (water). Run at temperature 130 celsius, time 3 hour. The product is CC1=CC=C(C=C1)C1=C(C=CC=C1)[N+](=O)[O-] (2-(4-methylphenyl)nitrobenzene). Isolated yield 81.5%. RXN SMILES: Br[C:2]1[CH:7]=[CH:6][CH:5]=[CH:4][C:3]=1[N+:8]([O-:10])=[O:9].[CH3:11][C:12]1[CH:17]=[CH:16][C:15](B(O)O)=[CH:14][CH:13]=1.P([O-])([O-])([O-])=O.[K+].[K+].[K+].CN(C)C=O>[Br-].C([N+](CCCC)(CCCC)CCCC)CCC.C([O-])(=O)C.[Pd+2].C([O-])(=O)C.O>[CH3:11][C:12]1[CH:17]=[CH:16][C:15]([C:2]2[CH:7]=[CH:6][CH:5]=[CH:4][C:3]=2[N+:8]([O-:10])=[O:9])=[CH:14][CH:13]=1 |f:2.3.4.5,7.8,9.10.11|. Procedure details: A mixed solution of 10 g of 2-bromonitrobenzene, 8.2 g of 4-methylphenylboronic acid, 25.4 g of tripotassium phosphate, 3.9 g of tetrabutylammonium bromide, 270 mg of palladium acetate and 150 ml of dimethylformamide was heated and stirred under a nitrogen gas stream at 130° C. for 3 hours. The solution was cooled to room temperature and 100 ml of water was poured into the solution, followed by extraction with 150 ml of ethyl acetate. The organic layer was washed twice with 100 ml of water, drie... Starting materials: CCC(Br)CC, CCCC[N+](CCCC)(CCCC)CCCC, [Cl-], O=C1CCC(c2cccc(Cl)c2)C(c2ccc(Cl)cn2)N1, [H-], [I-], [Na+], [Na+], [Na+], O=C([O-])O, CN(C)C=O. Product: CCC(CC)N1C(=O)CCC(c2cccc(Cl)c2)C1c1ccc(Cl)cn1. As a reaction SMILES: [Br:22][CH:23]([CH2:24][CH3:25])[CH2:26][CH3:27].[CH2:38]([N+:39]([CH2:40][CH2:41][CH2:42][CH3:43])([CH2:44][CH2:45][CH2:46][CH3:47])[CH2:48][CH2:49][CH2:50][CH3:51])[CH2:52][CH2:53][CH3:54].[Cl-:35].[Cl:1][c:2]1[cH:3][c:4]([CH:8]2[CH2:9][CH2:10][C:11](=[O:21])[NH:12][CH:13]2[c:14]2[n:15][cH:16][c:17]([Cl:20])[cH:18][cH:19]2)[cH:5][cH:6][cH:7]1.[H-:28].[I-:37].[Na+:29].[Na+:34].[Na+:36].[O-:30][C:31]([OH:32])=[O:33].[O:55]=[CH:56][N:57]([CH3:58])[CH3:59]>>[Cl:1][c:2]1[cH:3][c:4]([CH:8]2[CH2:9][CH2:10][C:11](=[O:21])[N:12]([CH:23]([CH2:24][CH3:25])[CH2:26][CH3:27])[CH:13]2[c:14]2[n:15][cH:16][c:17]([Cl:20])[cH:18][cH:19]2)[cH:5][cH:6][cH:7]1. Reactants: Cn1c(CN2CCC(C(C)(C)O)CC2)nc2c(N3CCOCC3)nc(-n3c(N(Cc4ccccc4)Cc4ccccc4)nc4ccccc43)nc21, CC(=O)O, CCO. Yields the product Cn1c(CN2CCC(C(C)(C)O)CC2)nc2c(N3CCOCC3)nc(-n3c(N)nc4ccccc43)nc21. RXN SMILES: [CH2:1]([N:8]([CH2:2][c:3]1[cH:4][cH:5][cH:6][cH:7][cH:45]1)[c:9]1[n:10][c:11]2[c:12]([n:13]1-[c:14]1[n:15][c:16]([N:35]3[CH2:36][CH2:37][O:38][CH2:39][CH2:40]3)[c:17]3[n:18][c:19]([CH2:24][N:25]4[CH2:26][CH2:27][CH:28]([C:31]([CH3:32])([CH3:33])[OH:34])[CH2:29][CH2:30]4)[n:20]([CH3:23])[c:21]3[n:22]1)[cH:41][cH:42][cH:43][cH:44]2)[c:46]1[cH:47][cH:48][cH:49][cH:50][cH:51]1.[CH3:52][C:53](=[O:54])[OH:55].[CH3:56][CH2:57][OH:58]>>[NH2:8][c:9]1[n:10][c:11]2[c:12]([n:13]1-[c:14]1[n:15][c:16]([N:35]3[CH2:36][CH2:37][O:38][CH2:39][CH2:40]3)[c:17]3[n:18][c:19]([CH2:24][N:25]4[CH2:26][CH2:27][CH:28]([C:31]([CH3:32])([CH3:33])[OH:34])[CH2:29][CH2:30]4)[n:20]([CH3:23])[c:21]3[n:22]1)[cH:41][cH:42][cH:43][cH:44]2.